From a dataset of the Open Reaction Database (ORD), a public repository of structured organic reaction records. describe an organic reaction: reactants, conditions, products, and yield Run in CN(C)C=O (DMF), CS(=O)C (DMSO), CCOC(=O)C (EtOAc), C(=O)(O)[O-].[Na+] (NaHCO3). Conditions: time 15 hour. Starting materials: [C-]#N.[K+] (KCN), C(CCC)NC1=NC(=NC(=C1CC1=C(C=C(C=C1)CCl)OC)C)N (N4-Butyl-5-(4-(chloromethyl)-2-methoxybenzyl)-6-methylpyrimidine-2,4-diamine). Procedure details: KCN (0.844 g) was added to a stirred solution of the product from step (iv) (2.78 g) in DMF (10 mL) and DMSO (10 mL). The mixture was stirred at rt for 15 h. The reaction mixture was diluted with EtOAc (100 mL) and sat. NaHCO3 (100 mL). The organic phase was separated, dried and solvent removed to give the subtitle compound as a solid, 2.2 g. Reaction SMILES: [C-:1]#[N:2].[K+].[CH2:4]([NH:8][C:9]1[C:14]([CH2:15][C:16]2[CH:21]=[CH:20][C:19]([CH2:22]Cl)=[CH:18][C:17]=2[O:24][CH3:25])=[C:13]([CH3:26])[N:12]=[C:11]([NH2:27])[N:10]=1)[CH2:5][CH2:6][CH3:7]>CN(C=O)C.CS(C)=O.CCOC(C)=O.C([O-])(O)=O.[Na+]>[NH2:27][C:11]1[N:10]=[C:9]([NH:8][CH2:4][CH2:5][CH2:6][CH3:7])[C:14]([CH2:15][C:16]2[CH:21]=[CH:20][C:19]([CH2:22][C:1]#[N:2])=[CH:18][C:17]=2[O:24][CH3:25])=[C:13]([CH3:26])[N:12]=1 |f:0.1,6.7|. Yields the product NC1=NC(=C(C(=N1)NCCCC)CC1=C(C=C(C=C1)CC#N)OC)C (2-(4-((2-Amino-4-(butylamino)-6-methylpyrimidin-5-yl)methyl)-3-methoxyphenyl)acetonitrile). Reactants: CCOC(=O)COc1cccc2c1CCCC(N(Cc1ccccc1)CC(O)COc1ccccc1)C2, CO, [H][H]. The product is CCOC(=O)COc1cccc2c1CCCC(NCC(O)COc1ccccc1)C2. RXN SMILES: [CH2:1]([c:2]1[cH:3][cH:4][cH:5][cH:6][cH:7]1)[N:8]([CH2:9][CH:10]([CH2:11][O:12][c:13]1[cH:14][cH:15][cH:16][cH:17][cH:18]1)[OH:19])[CH:20]1[CH2:21][c:22]2[c:23]([c:27]([O:31][CH2:32][C:33](=[O:34])[O:35][CH2:36][CH3:37])[cH:28][cH:29][cH:30]2)[CH2:24][CH2:25][CH2:26]1.[CH3:40][OH:41].[H:38][H:39]>>[NH:8]([CH2:9][CH:10]([CH2:11][O:12][c:13]1[cH:14][cH:15][cH:16][cH:17][cH:18]1)[OH:19])[CH:20]1[CH2:21][c:22]2[c:23]([c:27]([O:31][CH2:32][C:33](=[O:34])[O:35][CH2:36][CH3:37])[cH:28][cH:29][cH:30]2)[CH2:24][CH2:25][CH2:26]1. Starting materials: NC1=C(C2=C(C=N1)C(=CO2)C2=CC=C(S2)C=O)O[C@H](C)C2=C(C(=CC=C2Cl)F)Cl (5-{6-amino-7-[(R)-1-(2,6-dichloro-3-fluorophenyl)-ethoxy]-furo[3,2-c]pyridin-3-yl}-thiophene-2-carbaldehyde), [BH4-].[Na+] (sodium borohydride). Solvent: CO (MeOH). Yields the product NC1=C(C2=C(C=N1)C(=CO2)C2=CC=C(S2)CO)O[C@H](C)C2=C(C(=CC=C2Cl)F)Cl ((5-{6-Amino-7-[(R)-1-(2,6-dichloro-3-fluorophenyl)ethoxy]-furo[3,2-c]pyridin-3-yl}-thiophen-2-yl)methanol). As a reaction SMILES: [NH2:1][C:2]1[N:7]=[CH:6][C:5]2[C:8]([C:11]3[S:15][C:14]([CH:16]=[O:17])=[CH:13][CH:12]=3)=[CH:9][O:10][C:4]=2[C:3]=1[O:18][C@@H:19]([C:21]1[C:26]([Cl:27])=[CH:25][CH:24]=[C:23]([F:28])[C:22]=1[Cl:29])[CH3:20].[BH4-].[Na+]>CO>[NH2:1][C:2]1[N:7]=[CH:6][C:5]2[C:8]([C:11]3[S:15][C:14]([CH2:16][OH:17])=[CH:13][CH:12]=3)=[CH:9][O:10][C:4]=2[C:3]=1[O:18][C@@H:19]([C:21]1[C:26]([Cl:27])=[CH:25][CH:24]=[C:23]([F:28])[C:22]=1[Cl:29])[CH3:20] |f:1.2|. Procedure details: A solution of 5-{6-amino-7-[(R)-1-(2,6-dichloro-3-fluorophenyl)-ethoxy]-furo[3,2-c]pyridin-3-yl}-thiophene-2-carbaldehyde (6.0 mg, 0.013 mmol), sodium borohydride (2.5 mg, 0.067 mmol) and MeOH (1 mL) was stirred at 0° C. for 1 h. The material was concentrated in vacuo and redissolved in DMF (0.5 mL) for HPLC purification. The fractions containing the pure product were concentrated in vacuo to afford the title compound as a white solid. 1H NMR (400 MHz, CD3OD): δ=1.90 (d, J=6.8 Hz, 3H), 4.76 (s, ...